describe an organic reaction: reactants, conditions, products, and yield From a dataset of the Open Reaction Database (ORD), a public repository of structured organic reaction records. The reactants are [BH4-], C=CCOCC(C)(C)C(=O)OC, CO, [Cl-], ClCCl, N#N, [NH4+], [Na+], c1ccncc1. Yields the product COC(=O)C(C)(C)COCCO. Reaction SMILES: [BH4-:15].[CH2:1]([CH:2]=[CH2:3])[O:4][CH2:5][C:6]([C:7](=[O:8])[O:9][CH3:10])([CH3:11])[CH3:12].[CH3:19][OH:20].[Cl-:17].[Cl:27][CH2:28][Cl:29].[N:13]#[N:14].[NH4+:18].[Na+:16].[cH:21]1[cH:22][cH:23][n:24][cH:25][cH:26]1>>[CH2:1]([CH2:2][OH:20])[O:4][CH2:5][C:6]([C:7](=[O:8])[O:9][CH3:10])([CH3:11])[CH3:12]. Reactants: CN(C)CCCNC1=NC(=O)C(=Cc2ccc(N3CCC(=O)CC3)cc2)S1, NCC(O)COc1ccccc1. The product is CN(C)CCCNC1=NC(=O)C(=Cc2ccc(N3CCC(NCC(O)COc4ccccc4)CC3)cc2)S1. RXN SMILES: [CH3:1][N:2]([CH2:3][CH2:4][CH2:5][NH:6][C:7]1=[N:11][C:10](=[O:12])[C:9](=[CH:13][c:14]2[cH:15][cH:16][c:17]([N:20]3[CH2:21][CH2:22][C:23](=[O:26])[CH2:24][CH2:25]3)[cH:18][cH:19]2)[S:8]1)[CH3:27].[NH2:28][CH2:29][CH:30]([CH2:31][O:32][c:33]1[cH:34][cH:35][cH:36][cH:37][cH:38]1)[OH:39]>>[CH3:1][N:2]([CH2:3][CH2:4][CH2:5][NH:6][C:7]1=[N:11][C:10](=[O:12])[C:9](=[CH:13][c:14]2[cH:15][cH:16][c:17]([N:20]3[CH2:21][CH2:22][CH:23]([NH:28][CH2:29][CH:30]([CH2:31][O:32][c:33]4[cH:34][cH:35][cH:36][cH:37][cH:38]4)[OH:39])[CH2:24][CH2:25]3)[cH:18][cH:19]2)[S:8]1)[CH3:27]. Starting materials: BrC(=C[C@H]1C([C@H]1C(=O)Cl)(C)C)Br ((+)-cis-3-(2,2-dibromoethenyl)-2,2-dimethylcyclopropanecarbonyl chloride), C1(=CC=CC=C1)C1=C2CC(CC2=CC=C1)O ((+)-4-phenyl-2-indanol), N1=CC=CC=C1 (pyridine), C1(=CC=CC=C1)C (toluene). Run in O (water). Yields the product BrC(=C[C@H]1C([C@H]1C(=O)OC1CC2=CC=CC(=C2C1)C1=CC=CC=C1)(C)C)Br ((+)-4-phenyl-2-indanyl (+)-cis-3-(2,2-dibromoethenyl)-2,2-dimethylcyclopropanecarboxylate), alcohol. As a reaction SMILES: [Br:1][C:2]([Br:12])=[CH:3][C@@H:4]1[C@H:6]([C:7](Cl)=[O:8])[C:5]1([CH3:11])[CH3:10].[C:13]1([C:19]2[CH:27]=[CH:26][CH:25]=[C:24]3[C:20]=2[CH2:21][CH:22]([OH:28])[CH2:23]3)[CH:18]=[CH:17][CH:16]=[CH:15][CH:14]=1.N1C=CC=CC=1.C1(C)C=CC=CC=1>O>[Br:1][C:2]([Br:12])=[CH:3][C@@H:4]1[C@H:6]([C:7]([O:28][CH:22]2[CH2:21][C:20]3[C:24](=[CH:25][CH:26]=[CH:27][C:19]=3[C:13]3[CH:18]=[CH:17][CH:16]=[CH:15][CH:14]=3)[CH2:23]2)=[O:8])[C:5]1([CH3:11])[CH3:10]. Procedure: In a manner similar to Example 12A, the reaction of 0.51 g (0.0016 mole) of (+)-cis-3-(2,2-dibromoethenyl)-2,2-dimethylcyclopropanecarbonyl chloride (an additional four drops were added 1 hour after original addition) with 0.33 g (0.0016 mole) of (+)-4-phenyl-2-indanol (EE 50%), 0.16 g (0.002 mole) of pyridine and toluene produced an oil. The oil was subjected to vacuum column chromatography, whereby the oil was placed on silica gel packed in a sintered glass suction funnel, and the eluant was d... The reactants are CO, CC(C)O[Si](C)(C)CC(O)(c1ccc(F)cc1F)C(C)n1ccn(-c2ccc(OCC(F)(F)C(F)F)cc2)c1=O, [Na+], C1CCOC1, O=C([O-])O, OO. Yields the product CC(n1ccn(-c2ccc(OCC(F)(F)C(F)F)cc2)c1=O)C(O)(CO)c1ccc(F)cc1F. RXN SMILES: [CH3:46][OH:47].[F:1][c:2]1[c:3]([C:9]([CH:10]([CH3:11])[n:12]2[c:13](=[O:31])[n:14](-[c:17]3[cH:18][cH:19][c:20]([O:23][CH2:24][C:25]([CH:26]([F:27])[F:28])([F:29])[F:30])[cH:21][cH:22]3)[cH:15][cH:16]2)([CH2:32][Si:33]([O:34][CH:35]([CH3:36])[CH3:37])([CH3:38])[CH3:39])[OH:40])[cH:4][cH:5][c:6]([F:8])[cH:7]1.[Na+:41].[O:48]1[CH2:49][CH2:50][CH2:51][CH2:52]1.[OH:42][C:43](=[O:44])[O-:45].[OH:53][OH:54]>>[F:1][c:2]1[c:3]([C:9]([CH:10]([CH3:11])[n:12]2[c:13](=[O:31])[n:14](-[c:17]3[cH:18][cH:19][c:20]([O:23][CH2:24][C:25]([CH:26]([F:27])[F:28])([F:29])[F:30])[cH:21][cH:22]3)[cH:15][cH:16]2)([CH2:32][OH:42])[OH:40])[cH:4][cH:5][c:6]([F:8])[cH:7]1. Run at temperature 50 celsius. Run in C1CCOC1 (THF), CN(C)C=O (DMF). The reagents and catalysts are [Zn] (Zn). The reactants are C(F)(F)(F)C(Cl)(Cl)Cl (CF3CCl3), ClC1=C(C=O)C(=CC(=C1)[N+](=O)[O-])Cl (2,6-dichloro-4-nitro benzaldehyde), C(F)(F)(F)C(Cl)(Cl)[Zn]Cl (CF3CCl2ZnCl), O (water). As a reaction SMILES: [Cl:1][C:2]1[CH:9]=[C:8]([N+:10]([O-:12])=[O:11])[CH:7]=[C:6]([Cl:13])[C:3]=1[CH:4]=[O:5].[C:14]([C:18]([Zn]Cl)([Cl:20])[Cl:19])([F:17])([F:16])[F:15].C(C(Cl)(Cl)Cl)(F)(F)F.O>CN(C=O)C.C1COCC1.[Zn]>[Cl:19][C:18]([Cl:20])([C:14]([F:17])([F:16])[F:15])[CH:4]([C:3]1[C:2]([Cl:1])=[CH:9][C:8]([N+:10]([O-:12])=[O:11])=[CH:7][C:6]=1[Cl:13])[OH:5]. Reported procedure: 3 g of 2,6-dichloro-4-nitro benzaldehyde were reacted, in 20 ml of anhydrous DMF under a nitrogen atmosphere, with CF3CCl2ZnCl prepared from 5 g of CF3CCl3 and 2.2 g of Zn in 10 ml of THF at 60° C. for 1 hour. The mixture was heated at 50° C. for 2 hours and at the end of the reaction it was poured into acidulated water and extracted repeatedly with ethyl ether. The product is ClC(C(O)C1=C(C=C(C=C1Cl)[N+](=O)[O-])Cl)(C(F)(F)F)Cl (2,2-dichloro-3,3,3-trifluoro-1-(2,6-dichloro-4-nitrophenyl)-1-propanol). Reactants: NC=1C=CC(=NC1)N1C(OC(C1)(C)CNC(C1=CC=C(C=C1)C=1OC2=C(N1)C=C(C=C2C(C)C)C#N)=O)=O (N-{[3-(5-aminopyridin-2-yl)-5-methyl-2-oxo-1,3-oxazolidin-5-yl]methyl}-4-(5-cyano-7-isopropyl-1,3-benzoxazol-2-yl)benzamide), NC=1C=CC(=NC1)N1C(OC(C1)(C)CNC(C1=CC=C(C=C1)C=1OC2=C(N1)C=C(C=C2C(C)C)C#N)=O)=O (N-{[3-(5-aminopyridin-2-yl)-5-methyl-2-oxo-1,3-oxazolidin-5-yl]methyl}-4-(5-cyano-7-isopropyl-1,3-benzoxazol-2-yl)benzamide), C(C)(C)N(CC)C(C)C (diisopropylethylamine), N1=C(C=CC=C1)C(=O)Cl (picolinoyl chloride). The solvent is ClCCl (dichloromethane). Reaction conditions: time 1 hour. Yields the product C(#N)C=1C=C(C2=C(N=C(O2)C2=CC=C(C(=O)NCC3(CN(C(O3)=O)C3=CC=C(C=N3)NC(=O)C3=NC=CC=C3)C)C=C2)C1)C(C)C (N-{6-[5-({[4-(5-Cyano-7-isopropyl-1,3-benzoxazol-2-yl)benzoyl]amino}methyl)-5-methyl-2-oxo-1,3-oxazolidin-3-yl]pyridin-3-yl}pyridine-2-carboxamide). Isolated yield 33.2%. As a reaction SMILES: [NH2:1][C:2]1[CH:3]=[CH:4][C:5]([N:8]2[CH2:12][C:11]([CH2:14][NH:15][C:16](=[O:37])[C:17]3[CH:22]=[CH:21][C:20]([C:23]4[O:24][C:25]5[C:31]([CH:32]([CH3:34])[CH3:33])=[CH:30][C:29]([C:35]#[N:36])=[CH:28][C:26]=5[N:27]=4)=[CH:19][CH:18]=3)([CH3:13])[O:10][C:9]2=[O:38])=[N:6][CH:7]=1.C(N(C(C)C)CC)(C)C.[N:48]1[CH:53]=[CH:52][CH:51]=[CH:50][C:49]=1[C:54](Cl)=[O:55]>ClCCl>[C:35]([C:29]1[CH:30]=[C:31]([CH:32]([CH3:34])[CH3:33])[C:25]2[O:24][C:23]([C:20]3[CH:19]=[CH:18][C:17]([C:16]([NH:15][CH2:14][C:11]4([CH3:13])[O:10][C:9](=[O:38])[N:8]([C:5]5[N:6]=[CH:7][C:2]([NH:1][C:54]([C:49]6[CH:50]=[CH:51][CH:52]=[CH:53][N:48]=6)=[O:55])=[CH:3][CH:4]=5)[CH2:12]4)=[O:37])=[CH:22][CH:21]=3)=[N:27][C:26]=2[CH:28]=1)#[N:36]. Reported procedure: To a solution of N-{[3-(5-aminopyridin-2-yl)-5-methyl-2-oxo-1,3-oxazolidin-5-yl]methyl}-4-(5-cyano-7-isopropyl-1,3-benzoxazol-2-yl)benzamide (10 mg, INTERMEDIATE 23) and diisopropylethylamine (7 μl) in 4 ml of dichloromethane was added picolinoyl chloride (3 mg). The mixture was stirred at room temperature for 1 h. The sample was purified directly via column chromatography on a Biotage Horizon 12M column eluting with 0% ethyl acetate in hexanes (1 column volume), followed by a gradient to 100% e...